From a dataset of the Open Reaction Database (ORD), a public repository of structured organic reaction records. describe an organic reaction: reactants, conditions, products, and yield Starting materials: [H-].[Na+] (sodium hydride), CC(CCO)C (3-methylbutane-1-ol), C1=CC=CC=C1 (benzene), ClC1=C2C(=NC(=C1C(=O)OCC)C)N(C=N2)C (7-chloro-3,5-dimethyl-3H-imidazo[4,5-b]pyridine-6-carboxylic acid, ethyl ester). Run at time 12 hour. Yields the product CN1C=NC=2C1=NC(=C(C2OCCC(C)C)C(=O)OCC)C (3,5-dimethyl-7-(3-methylbutoxy)-3H-imidazo[4,5-b]pyridine-6-carboxylic acid, ethyl ester). RXN SMILES: [H-].[Na+].C1C=CC=CC=1.Cl[C:10]1[C:15]([C:16]([O:18][CH2:19][CH3:20])=[O:17])=[C:14]([CH3:21])[N:13]=[C:12]2[N:22]([CH3:25])[CH:23]=[N:24][C:11]=12.[CH3:26][CH:27]([CH3:31])[CH2:28][CH2:29][OH:30]>>[CH3:25][N:22]1[C:12]2=[N:13][C:14]([CH3:21])=[C:15]([C:16]([O:18][CH2:19][CH3:20])=[O:17])[C:10]([O:30][CH2:29][CH2:28][CH:27]([CH3:31])[CH3:26])=[C:11]2[N:24]=[CH:23]1 |f:0.1|. Reported procedure: 0.3 g. of sodium hydride are suspended in 100 ml. of anhydrous benzene. The mixture is heated with stirring at reflux temperature while 8.8 g. of 3-methylbutane-1-ol are dropped in. After the addition is completed, the mixture is refluxed for an additional 10 hours. After this time 25.3 g. of 7-chloro-3,5-dimethyl-3H-imidazo[4,5-b]pyridine-6-carboxylic acid, ethyl ester obtained in Example 2 c are added and refluxing is continued for 12 hours. The inorganic precipitate is filtered off and the so... Reactants: C1(=CC=CC=C1)C1=C(NN=NNC2=CC=CC=C2)C=CC=C1 (2-phenylazoaniline), C(C)(=O)O (Acetic acid), C(C)(=O)O.C(C)(=O)O.IC1=CC=CC=C1 (iodobenzene diacetate), ClCCl (Dichloromethane). Run in O (water). Conditions: time 1 hour. Product: C1(=CC=CC=C1)N1N=C2C(=N1)C=CC=C2 (2-phenyl-2H-benzotriazole). Yield: 34.0%. Reaction SMILES: C1(C2C=CC=CC=2N[N:10]=[N:11][NH:12][C:13]2[CH:18]=[CH:17][CH:16]=[CH:15][CH:14]=2)C=CC=CC=1.C(O)(=O)C.C(O)(=O)C.C(O)(=O)C.I[C:36]1[CH:41]=[CH:40][CH:39]=[CH:38][CH:37]=1.ClCCl>O>[C:36]1([N:11]2[N:10]=[C:18]3[CH:17]=[CH:16][CH:15]=[CH:14][C:13]3=[N:12]2)[CH:41]=[CH:40][CH:39]=[CH:38][CH:37]=1 |f:2.3.4|. Procedure: 2-phenylazoaniline (3.47 g, 17.6 mmol) prepared above was placed in a 100-mL 1-neck round bottomed flask. Acetic acid (20 mL) and iodobenzene diacetate (6.23 g, 19.4 mmol) were added, in that order, resulting in an exotherm. The reaction was allowed to proceed for 1 hour during which time the mixture cooled to room temperature. Dichloromethane and water were added to the reaction mixture. The organic layer was separated and dried over MgSO4. The solution was filtered and concentrated using a rot... The reactants are O=C([O-])[O-], CC#N, CI, [Cs+], [Cs+], Nc1c(-c2ccc(I)cc2)nc2ccc(F)cc2c1C(=O)O, C1CCOC1. Yields the product COC(=O)c1c(N)c(-c2ccc(I)cc2)nc2ccc(F)cc12. As a reaction SMILES: [C:26](=[O:27])([O-:28])[O-:29].[CH3:1][C:2]#[N:3].[CH3:32][I:33].[Cs+:30].[Cs+:31].[NH2:4][c:5]1[c:6](-[c:19]2[cH:20][cH:21][c:22]([I:25])[cH:23][cH:24]2)[n:7][c:8]2[cH:9][cH:10][c:11]([F:18])[cH:12][c:13]2[c:14]1[C:15](=[O:16])[OH:17].[O:34]1[CH2:35][CH2:36][CH2:37][CH2:38]1>>[CH3:1][O:16][C:15]([c:14]1[c:5]([NH2:4])[c:6](-[c:19]2[cH:20][cH:21][c:22]([I:25])[cH:23][cH:24]2)[n:7][c:8]2[cH:9][cH:10][c:11]([F:18])[cH:12][c:13]21)=[O:17]. The reactants are CCCC(=O)N1CCC2(CC1)NC(Cc1ccccc1)C(=O)N2Cc1ccccc1, C[Si](C)(C)Cl, CCC(C)=O, O. The product is CCCC(=O)N1CCC2(CC1)NC(Cc1ccccc1)C(=O)N2Cc1ccccc1, Cl. RXN SMILES: [CH2:1]([c:2]1[cH:3][cH:4][cH:5][cH:6][cH:7]1)[N:8]1[C:9](=[O:30])[CH:10]([CH2:23][c:24]2[cH:25][cH:26][cH:27][cH:28][cH:29]2)[NH:11][C:12]12[CH2:13][CH2:14][N:15]([C:18]([CH2:19][CH2:20][CH3:21])=[O:22])[CH2:16][CH2:17]2.[CH3:32][Si:33]([CH3:34])([CH3:35])[Cl:36].[CH3:37][C:38]([CH2:39][CH3:40])=[O:41].[OH2:31]>>[CH2:1]([c:2]1[cH:3][cH:4][cH:5][cH:6][cH:7]1)[N:8]1[C:9](=[O:30])[CH:10]([CH2:23][c:24]2[cH:25][cH:26][cH:27][cH:28][cH:29]2)[NH:11][C:12]12[CH2:13][CH2:14][N:15]([C:18]([CH2:19][CH2:20][CH3:21])=[O:22])[CH2:16][CH2:17]2.[ClH:36]. Reactants: C(C)OC([C@H](CC1=CC=C(C=C1)OCCCOC1=CC=C(C=C1)C1=CC=CC2=C1SC1=C2C=CC=C1)OC)=O ((2S)-3-{4-[3-(4-Dibenzothiophen-4-yl-phenoxy)-propoxy]-phenyl}-2-methoxy-propionic acid ethyl ester), [OH-].[Na+] (NaOH). Product: C1=CC=C(C=2SC3=C(C21)C=CC=C3)C3=CC=C(OCCCOC2=CC=C(C=C2)C[C@@H](C(=O)O)OC)C=C3 ((2S)-3-{4-[3-(4-Dibenzothiophen-4-yl-phenoxy)-propoxy]-phenyl}-2-methoxy-propionic acid). Procedure: The title compound was prepared from (2S)-3-{4-[3-(4-Dibenzothiophen-4-yl-phenoxy)-propoxy]-phenyl}-2-methoxy-propionic acid ethyl ester (Step A) by Standard Hydrolysis procedure C (NaOH). MS (ES) for C31H28O5S [M+NH4]+: 530. Reaction SMILES: C([O:3][C:4](=[O:39])[C@@H:5]([O:37][CH3:38])[CH2:6][C:7]1[CH:12]=[CH:11][C:10]([O:13][CH2:14][CH2:15][CH2:16][O:17][C:18]2[CH:23]=[CH:22][C:21]([C:24]3[C:29]4[S:30][C:31]5[CH:36]=[CH:35][CH:34]=[CH:33][C:32]=5[C:28]=4[CH:27]=[CH:26][CH:25]=3)=[CH:20][CH:19]=2)=[CH:9][CH:8]=1)C.[OH-].[Na+]>>[CH:27]1[C:28]2[C:32]3[CH:33]=[CH:34][CH:35]=[CH:36][C:31]=3[S:30][C:29]=2[C:24]([C:21]2[CH:20]=[CH:19][C:18]([O:17][CH2:16][CH2:15][CH2:14][O:13][C:10]3[CH:9]=[CH:8][C:7]([CH2:6][C@H:5]([O:37][CH3:38])[C:4]([OH:39])=[O:3])=[CH:12][CH:11]=3)=[CH:23][CH:22]=2)=[CH:25][CH:26]=1 |f:1.2|. Reactants: C(C)(C)(C)OC(N[C@H](CC1=CC=CC=C1)[C@H]1OC1)=O ([(1R)-1-{(2R)-oxiran-2-yl}-2-phenyl-ethyl]carbamic acid tert-butylester), C1NCCC2=CC=CC=C12 (1,2,3,4-tetrahydro-isoquinoline). Product: C(C)(C)(C)OC(N[C@@H]([C@H](CN1CC2=CC=CC=C2CC1)O)CC1=CC=CC=C1)=O ([(1R,2S)-1-Benzyl-3-(3,4-dihydro-1H-isoquinolin-2-yl)-2-hydroxy-propyl]-carbamic acid tert-butyl ester). RXN SMILES: [C:1]([O:5][C:6](=[O:19])[NH:7][C@@H:8]([C@@H:16]1[CH2:18][O:17]1)[CH2:9][C:10]1[CH:15]=[CH:14][CH:13]=[CH:12][CH:11]=1)([CH3:4])([CH3:3])[CH3:2].[CH2:20]1[C:29]2[C:24](=[CH:25][CH:26]=[CH:27][CH:28]=2)[CH2:23][CH2:22][NH:21]1>>[C:1]([O:5][C:6](=[O:19])[NH:7][C@H:8]([CH2:9][C:10]1[CH:15]=[CH:14][CH:13]=[CH:12][CH:11]=1)[C@@H:16]([OH:17])[CH2:18][N:21]1[CH2:22][CH2:23][C:24]2[C:29](=[CH:28][CH:27]=[CH:26][CH:25]=2)[CH2:20]1)([CH3:4])([CH3:3])[CH3:2]. Procedure: Using general procedure 1 with [(1R)-1-{(2R)-oxiran-2-yl}-2-phenyl-ethyl]carbamic acid tert-butylester (0.132 g, 0.50 mmol) and 1,2,3,4-tetrahydro-isoquinoline (0.127 mL, 1.0 mmol) gives the title compound. The reactants are BrC=1C=C(C=CC1)C1=NC(=CC(=N1)C1=CC(=C(C=C1)C(F)(F)F)OCC(F)(F)F)C(F)(F)F (2-(3-bromo-phenyl)-4-[3-(2,2,2-trifluoroethoxy)-4-trifluoromethyl-phenyl]-6-trifluoromethyl-pyrimidine), NC1=NC=C(C=C1)B1OC(C(O1)(C)C)(C)C (2-amino-5-(4,4,5,5-tetramethyl-1,3,2-dioxaborolan-2-yl)pyridine). Product: FC(COC=1C=C(C=CC1C(F)(F)F)C1=NC(=NC(=C1)C(F)(F)F)C=1C=C(C=CC1)C=1C=CC(=NC1)N)(F)F (5-(3-{4-[3-(2,2,2-Trifluoro-ethoxy)-4-trifluoromethyl-phenyl]-6-trifluoromethyl-pyrimidin-2-yl}-phenyl)-pyridin-2-ylamine), solid. RXN SMILES: Br[C:2]1[CH:3]=[C:4]([C:8]2[N:13]=[C:12]([C:14]3[CH:19]=[CH:18][C:17]([C:20]([F:23])([F:22])[F:21])=[C:16]([O:24][CH2:25][C:26]([F:29])([F:28])[F:27])[CH:15]=3)[CH:11]=[C:10]([C:30]([F:33])([F:32])[F:31])[N:9]=2)[CH:5]=[CH:6][CH:7]=1.[NH2:34][C:35]1[CH:40]=[CH:39][C:38](B2OC(C)(C)C(C)(C)O2)=[CH:37][N:36]=1>>[F:27][C:26]([F:29])([F:28])[CH2:25][O:24][C:16]1[CH:15]=[C:14]([C:12]2[CH:11]=[C:10]([C:30]([F:33])([F:32])[F:31])[N:9]=[C:8]([C:4]3[CH:3]=[C:2]([C:38]4[CH:39]=[CH:40][C:35]([NH2:34])=[N:36][CH:37]=4)[CH:7]=[CH:6][CH:5]=3)[N:13]=2)[CH:19]=[CH:18][C:17]=1[C:20]([F:23])([F:22])[F:21]. Reported procedure: The title compound was prepared from 2-(3-bromo-phenyl)-4-[3-(2,2,2-trifluoroethoxy)-4-trifluoromethyl-phenyl]-6-trifluoromethyl-pyrimidine (example E.55) (0.273 g, 0.5 mmol) and commercially available 2-amino-5-(4,4,5,5-tetramethyl-1,3,2-dioxaborolan-2-yl)pyridine (0.13 g, 0.6 mmol) according to the general procedure VI. Obtained as an off-white solid (0.20 g, 73%). MS (ISP) 559.2 [(M+H)+]; mp 220° C. Yield: 73.0%.